This data is from the Open Reaction Database (ORD), a public repository of structured organic reaction records. The task is: describe an organic reaction: reactants, conditions, products, and yield Reactants: N1=CN=CC(=C1)C=CC(=O)O (3-(5-Pyrimidyl)acrylic acid), CO (methanol), Cl (hydrogen chloride). Solvent: O1CCOCC1 (dioxan). Conditions: temperature 60 celsius, time 18 hour. Product: N1=CN=CC(=C1)C=CC(=O)OC (methyl 3-(5-pyrimidinyl)acrylate). RXN SMILES: [N:1]1[CH:6]=[C:5]([CH:7]=[CH:8][C:9]([OH:11])=[O:10])[CH:4]=[N:3][CH:2]=1.[CH3:12]O.Cl>O1CCOCC1>[N:1]1[CH:6]=[C:5]([CH:7]=[CH:8][C:9]([O:11][CH3:12])=[O:10])[CH:4]=[N:3][CH:2]=1. Reported procedure: 3-(5-Pyrimidyl)acrylic acid (100 g) was added to a mixture of dry methanol (2 L) and 4M hydrogen chloride in dioxan (445 ml) and allowed to stir at 60° C. under argon for 18 h. The mixture was cooled, and the solvent removed under reduced pressure. The residue was partitioned between dichloromethane (500 ml) and was washed with saturated sodium bicarbonate (300 ml). The aqueous layer was extracted with dichloromrethane and the combined dichloromethane layers were dried over magnesium sulfate and... The reactants are ClC1=C(C=CC(=C1)F)C1=C(C(=CN1)C(=O)OC)C (methyl 5-(2-chloro-4-fluorophenyl)-4-methyl-1H-pyrrole-3-carboxylate), [OH-].[Na+] (NaOH). Solvent: CO (methanol). Conditions: temperature 80 celsius, time 4 hour. The product is ClC1=C(C=CC(=C1)F)C1=C(C(=CN1)C(=O)O)C (5-(2-chloro-4-fluorophenyl)-4-methyl-1H-pyrrole-3-carboxylic acid). Yield: 100.2%. Reaction SMILES: [Cl:1][C:2]1[CH:7]=[C:6]([F:8])[CH:5]=[CH:4][C:3]=1[C:9]1[NH:13][CH:12]=[C:11]([C:14]([O:16]C)=[O:15])[C:10]=1[CH3:18].[OH-].[Na+]>CO>[Cl:1][C:2]1[CH:7]=[C:6]([F:8])[CH:5]=[CH:4][C:3]=1[C:9]1[NH:13][CH:12]=[C:11]([C:14]([OH:16])=[O:15])[C:10]=1[CH3:18] |f:1.2|. Reported procedure: To a solution of methyl 5-(2-chloro-4-fluorophenyl)-4-methyl-1H-pyrrole-3-carboxylate (0.64 g, 2.4 mmol) in methanol (10 ml) was added 5N NaOH (10 ml) and the mixture was stirred at 80° C. for 4.0 h. The reaction mixture was concentrated on a rotary evaporator. To the residue was added water and washed with Et2O. The resulting solution was neutralized with conc HCl and extracted with ethyl acetate. The organic layer was washed with water and brine, then dried over sodium sulfate and concentrated... The reactants are C(C)(=O)SCCNC(CCNC([C@@H](C(COP(OP(OC[C@@H]1[C@H]([C@H]([C@@H](O1)N1C=NC=2C(N)=NC=NC12)O)OP(=O)(O)O)(=O)O)(=O)O)(C)C)O)=O)=O (S-acetyl coenzyme A), C(C)O (ethanol), C(C=C)(=O)OCC (ethyl acrylate). Run in O (water). Yields the product C(C=C)(=O)SCCNC(CCNC([C@@H](C(COP(OP(OC[C@@H]1[C@H]([C@H]([C@@H](O1)N1C=NC=2C(N)=NC=NC12)O)OP(=O)(O)O)(=O)O)(=O)O)(C)C)O)=O)=O (acrylyl coenzyme A). Reaction SMILES: [C:1]([S:4][CH2:5][CH2:6][NH:7][C:8](=[O:51])[CH2:9][CH2:10][NH:11][C:12](=[O:50])[C@H:13]([OH:49])[C:14]([CH3:48])([CH3:47])[CH2:15][O:16][P:17]([OH:46])(=[O:45])[O:18][P:19]([OH:44])(=[O:43])[O:20][CH2:21][C@H:22]1[O:26][C@@H:25]([N:27]2[C:36]3[N:35]=[CH:34][N:33]=[C:31]([NH2:32])[C:30]=3[N:29]=[CH:28]2)[C@H:24]([OH:37])[C@@H:23]1[O:38][P:39]([OH:42])([OH:41])=[O:40])(=[O:3])[CH3:2].[CH2:52](O)C.C(OCC)(=O)C=C>O>[C:1]([S:4][CH2:5][CH2:6][NH:7][C:8](=[O:51])[CH2:9][CH2:10][NH:11][C:12](=[O:50])[C@H:13]([OH:49])[C:14]([CH3:47])([CH3:48])[CH2:15][O:16][P:17]([OH:46])(=[O:45])[O:18][P:19]([OH:44])(=[O:43])[O:20][CH2:21][C@H:22]1[O:26][C@@H:25]([N:27]2[C:36]3[N:35]=[CH:34][N:33]=[C:31]([NH2:32])[C:30]=3[N:29]=[CH:28]2)[C@H:24]([OH:37])[C@@H:23]1[O:38][P:39]([OH:42])([OH:41])=[O:40])(=[O:3])[CH:2]=[CH2:52]. Procedure: A solution of acrylyl coenzyme A is prepared at a concentration of 890 ppm following a similar method to that outlined in Example 1a but prepared in water and using one third the amount of S-acetyl coenzyme A synthetase. To this, 44 mg/mL of ethanol and 100 mg/mL of Novozym 435 are added following example 1b. After 2 hours at 37° C. the concentration of ethyl acrylate is found to be 16.4 ppm. The reactants are ClC=1C=CC(=C(C1)[C@H](OCCNC(OC)=O)[C@H]1CN(CCC1)C(NC[C@H](C[C@@H]1COCCC1)N(C)C(=O)OC(C)(C)C)=O)C (methyl 2-((R)-(5-chloro-2-methylphenyl)((R)-1-((S)-2-(Boc-methylamino)-3-((R)-tetrahydro-2H-pyran-3-yl)propylcarbamoyl)piperidin-3-yl)methoxy)ethylcarbamate), C(=O)(C(F)(F)F)O.C(Cl)Cl (TFA CH2Cl2). Run at temperature 0 celsius, time 0.5 hour. The product is ClC=1C=CC(=C(C1)[C@H](OCCNC(OC)=O)[C@H]1CN(CCC1)C(NC[C@H](C[C@@H]1COCCC1)NC)=O)C (methyl 2-((R)-(5-chloro-2-methylphenyl)((R)-1-((S)-2-(methylamino)-3-((R)-tetrahydro-2H-pyran-3-yl)propylcarbamoyl)piperidin-3-yl)methoxy)ethylcarbamate). Isolated yield 8.6%. RXN SMILES: [Cl:1][C:2]1[CH:3]=[CH:4][C:5]([CH3:44])=[C:6]([C@@H:8]([C@@H:17]2[CH2:22][CH2:21][CH2:20][N:19]([C:23](=[O:43])[NH:24][CH2:25][C@@H:26]([N:34](C(OC(C)(C)C)=O)[CH3:35])[CH2:27][C@H:28]3[CH2:33][CH2:32][CH2:31][O:30][CH2:29]3)[CH2:18]2)[O:9][CH2:10][CH2:11][NH:12][C:13](=[O:16])[O:14][CH3:15])[CH:7]=1.C(O)(C(F)(F)F)=O.C(Cl)Cl>>[Cl:1][C:2]1[CH:3]=[CH:4][C:5]([CH3:44])=[C:6]([C@@H:8]([C@@H:17]2[CH2:22][CH2:21][CH2:20][N:19]([C:23](=[O:43])[NH:24][CH2:25][C@@H:26]([NH:34][CH3:35])[CH2:27][C@H:28]3[CH2:33][CH2:32][CH2:31][O:30][CH2:29]3)[CH2:18]2)[O:9][CH2:10][CH2:11][NH:12][C:13](=[O:16])[O:14][CH3:15])[CH:7]=1 |f:1.2|. Procedure: A 25 mL flask was charged with methyl 2-((R)-(5-chloro-2-methylphenyl)((R)-1-((S)-2-(Boc-methylamino)-3-((R)-tetrahydro-2H-pyran-3-yl)propylcarbamoyl)piperidin-3-yl)methoxy)ethylcarbamate (60 mg, 0.094 mmol). 20% TFA/CH2Cl2 solution (8 mL) was added and stirred for 0.5 h at 0° C. The mixture was concentrated to give the residue, which was purified by preparative HPLC to give the desired product methyl 2-((R)-(5-chloro-2-methylphenyl)((R)-1-((S)-2-(methylamino)-3-((R)-tetrahydro-2H-pyran-3-yl)pro... Starting materials: CCCn1c(=O)c2[nH]c(-c3ccc(NCCOC)nc3)cc2n(CCC)c1=O, O=C(Cl)c1ccc(C(F)(F)F)nc1, c1ccncc1. Product: CCCn1c(=O)c2[nH]c(-c3ccc(N(CCOC)C(=O)c4ccc(C(F)(F)F)nc4)nc3)cc2n(CCC)c1=O. RXN SMILES: [CH3:1][O:2][CH2:3][CH2:4][NH:5][c:6]1[cH:7][cH:8][c:9](-[c:12]2[cH:13][c:14]3[n:15]([CH2:26][CH2:27][CH3:28])[c:16](=[O:25])[n:17]([CH2:22][CH2:23][CH3:24])[c:18](=[O:21])[c:19]3[nH:20]2)[cH:10][n:11]1.[F:29][C:30]([c:31]1[n:32][cH:33][c:34]([C:35](=[O:36])[Cl:37])[cH:38][cH:39]1)([F:40])[F:41].[cH:42]1[cH:43][cH:44][n:45][cH:46][cH:47]1>>[CH3:1][O:2][CH2:3][CH2:4][N:5]([c:6]1[cH:7][cH:8][c:9](-[c:12]2[cH:13][c:14]3[n:15]([CH2:26][CH2:27][CH3:28])[c:16](=[O:25])[n:17]([CH2:22][CH2:23][CH3:24])[c:18](=[O:21])[c:19]3[nH:20]2)[cH:10][n:11]1)[C:35]([c:34]1[cH:33][n:32][c:31]([C:30]([F:29])([F:40])[F:41])[cH:39][cH:38]1)=[O:36]. Starting materials: BrC=1SC(=CC1C1=CC=CC=C1)Br (2,5-dibromo-3-phenylthiophene), [Li+].CC(C)[N-]C(C)C (LDA), O (water), O1CC1 (oxirane). Solvent: C1CCOC1 (THF). Run at temperature -65 celsius, time 30 minute. The product is BrC=1SC(=C(C1CC)C1=CC=CC=C1)Br (2,5-dibromo-3-ethyl-4-phenylthiophene). Reaction SMILES: [Br:1][C:2]1[S:3][C:4]([Br:13])=[CH:5][C:6]=1[C:7]1[CH:12]=[CH:11][CH:10]=[CH:9][CH:8]=1.[Li+].[CH3:15][CH:16]([N-]C(C)C)C.O1CC1.O>C1COCC1>[Br:13][C:4]1[S:3][C:2]([Br:1])=[C:6]([C:7]2[CH:12]=[CH:11][CH:10]=[CH:9][CH:8]=2)[C:5]=1[CH2:15][CH3:16] |f:1.2|. Reported procedure: To a solution of 2,5-dibromo-3-phenylthiophene (2.54 g, 8.0 mmol) in dry THF (30 mL) at −65° C. was added LDA (8.8 mmol) dropwise. After stirring for 30 min at −65° C., oxirane (20.0 mmol) was added and the reaction was stirred for 2 h. The reaction mixture was then warmed to room temperature and water was added. The resulting mixture was extracted with EtOAc (3×100 mL), washed with brine, and dried over anhydrous Na2SO4. After filtration and concentration, the crude product was purified by colu...